Dataset: the Open Reaction Database (ORD), a public repository of structured organic reaction records. Task: describe an organic reaction: reactants, conditions, products, and yield As a reaction SMILES: C(OC([N:8]1[C:12]2=[N:13][CH:14]=[C:15]([C:17]3[S:18][CH:19]=[CH:20][CH:21]=3)[CH:16]=[C:11]2[C:10]([C:22](=[O:31])[C:23]2[CH:28]=[CH:27][C:26]([O:29]C)=[CH:25][CH:24]=2)=[CH:9]1)=O)(C)(C)C.C(Cl)Cl.B(Br)(Br)Br>CO>[OH:29][C:26]1[CH:25]=[CH:24][C:23]([C:22]([C:10]2[C:11]3[C:12](=[N:13][CH:14]=[C:15]([C:17]4[S:18][CH:19]=[CH:20][CH:21]=4)[CH:16]=3)[NH:8][CH:9]=2)=[O:31])=[CH:28][CH:27]=1. Procedure: 3-(4-Methoxy-benzoyl)-5-thiophen-2-yl-pyrrolo[2,3-b]pyridine-1-carboxylic acid tert-butyl ester (118, 100.0 mg, 0.23 mmol) and methylene chloride (15.0 mL) were combined under an atmosphere of nitrogen. Boron tribromide (1.0 M in methylene chloride, 3.0 mL) was added. The reaction was stirred at room temperature overnight. Methanol (2.0 mL) was added into the reaction mixture. The reaction was concentrated to remove solvents. The residue was extracted with water and ethyl acetate. The organic la... The reactants are C(C)(C)(C)OC(=O)N1C=C(C=2C1=NC=C(C2)C=2SC=CC2)C(C2=CC=C(C=C2)OC)=O (3-(4-Methoxy-benzoyl)-5-thiophen-2-yl-pyrrolo[2,3-b]pyridine-1-carboxylic acid tert-butyl ester), C(Cl)Cl (methylene chloride), B(Br)(Br)Br (Boron tribromide). Product: OC1=CC=C(C=C1)C(=O)C1=CNC2=NC=C(C=C21)C=2SC=CC2 ((4-Hydroxy-phenyl)-(5-thiophen-2-yl-1H-pyrrolo[2,3-b]pyridin-3-yl)-methanone). Run at time 8 hour. Solvent: CO (Methanol). The reactants are ClCCN1CCN(CC1)C(C1CCCCC1)C1CCCCC1 (1-(2-chloroethyl)-4-dicyclohexylmethylpiperazine), C1(CCCCC1)C(N1CCNCC1)C1CCCCC1 (N-dicyclohexylmethylpiperazine), C1CO1 (ethylene oxide). The product is OCCN1CCN(CC1)C(C1CCCCC1)C1CCCCC1 (1-(2-hydroxyethyl)-4-dicyclohexylmethylpiperazine). RXN SMILES: Cl[CH2:2][CH2:3][N:4]1[CH2:9][CH2:8][N:7]([CH:10]([CH:17]2[CH2:22][CH2:21][CH2:20][CH2:19][CH2:18]2)[CH:11]2[CH2:16][CH2:15][CH2:14][CH2:13][CH2:12]2)[CH2:6][CH2:5]1.C1(C(C2CCCCC2)N2CCNCC2)CCCCC1.C1[O:44]C1>>[OH:44][CH2:2][CH2:3][N:4]1[CH2:9][CH2:8][N:7]([CH:10]([CH:17]2[CH2:22][CH2:21][CH2:20][CH2:19][CH2:18]2)[CH:11]2[CH2:16][CH2:15][CH2:14][CH2:13][CH2:12]2)[CH2:6][CH2:5]1. Reported procedure: For example, 1-(2-chloroethyl)-4-dicyclohexylmethylpiperazine can be prepared by reacting N-dicyclohexylmethylpiperazine with ethylene oxide, to form 1-(2-hydroxyethyl)-4-dicyclohexylmethylpiperazine, which is subsequently treated with a chlorinating agent, such as thionyl chloride, to produce the desired compound. The reactants are CC=1N(C2=C(C=NC=3C=CC=CC23)N1)CCCCO (4-(2-methyl-1H-imidazo[4,5-c]quinolin-1-yl)-1-butanol), C(C#C)Br (Propargyl bromide), ClCCl (dichloromethane), [OH-].[Na+] (sodium hydroxide). Run at time 18 hour. Reagents/catalysts: [Cl-].C(C1=CC=CC=C1)[N+](C)(C)C (benzyltrimethylammonium chloride). Reported procedure: To 4-(2-methyl-1H-imidazo[4,5-c]quinolin-1-yl)-1-butanol (1 g, 3.917 mmol), dichloromethane (14 mL), sodium hydroxide (14 mL of 50%), and benzyltrimethylammonium chloride (0.15 g, 0.783 mmol) were combined with stirring. Propargyl bromide (1.3 mL of 80% in toluene, 11.75 mmol) was added to the resulting mixture at ambient temperature. After the resulting reaction mixture was allowed to stir at ambient temperature for 1 hour, TLC analysis using 9/1 dichloromethane/methanol indicated incomplete re... Reaction SMILES: [CH3:1][C:2]1[N:3]([CH2:15][CH2:16][CH2:17][CH2:18][OH:19])[C:4]2[C:13]3[CH:12]=[CH:11][CH:10]=[CH:9][C:8]=3[N:7]=[CH:6][C:5]=2[N:14]=1.ClCCl.[OH-].[Na+].[CH2:25](Br)[C:26]#[CH:27]>[Cl-].C([N+](C)(C)C)C1C=CC=CC=1.ClCCl.CO>[CH2:27]([O:19][CH2:18][CH2:17][CH2:16][CH2:15][N:3]1[C:4]2[C:13]3[CH:12]=[CH:11][CH:10]=[CH:9][C:8]=3[N:7]=[CH:6][C:5]=2[N:14]=[C:2]1[CH3:1])[C:26]#[CH:25] |f:2.3,5.6,7.8|. The solvent is ClCCl.CO (dichloromethane methanol). The product is C(C#C)OCCCCN1C(=NC=2C=NC=3C=CC=CC3C21)C (4-(2-methyl-1H-imidazo[4.5-c]quinolin-1-yl)butyl (Prop-2-ynyl) Ether). The reactants are [H-].[Na+] (sodium hydride), [OH-].[Na+] (sodium hydroxide), C(C)(C)(C)OC[C@H](C)O ((S)-1-tert-butoxy-2-propanol), FC=1C=C(C#N)C=C(C1)OC1=CC=C(C=C1)S(=O)(=O)C (3-Fluoro-5-[4-(methanesulfonyl)phenoxy]benzonitrile). The solvent is O (water), CN1CCCC1=O (NMP), C1(=CC=CC=C1)C (toluene), O (water). Reaction conditions: temperature 70 celsius, time 30 minute. Yields the product C(C)(C)(C)OC[C@@H](OC=1C=C(C#N)C=C(C1)OC1=CC=C(C=C1)S(=O)(=O)C)C (3-[(1S)-2-tert-Butoxy-1-methylethoxy]-5-[4-(methylsulfonyl)phenoxy]benzonitrile). The yield is 83.0%. Reaction SMILES: [H-].[Na+].[C:3]([O:7][CH2:8][C@@H:9]([OH:11])[CH3:10])([CH3:6])([CH3:5])[CH3:4].F[C:13]1[CH:14]=[C:15]([CH:18]=[C:19]([O:21][C:22]2[CH:27]=[CH:26][C:25]([S:28]([CH3:31])(=[O:30])=[O:29])=[CH:24][CH:23]=2)[CH:20]=1)[C:16]#[N:17].[OH-].[Na+]>O.C1(C)C=CC=CC=1.CN1C(=O)CCC1>[C:3]([O:7][CH2:8][C@H:9]([CH3:10])[O:11][C:13]1[CH:14]=[C:15]([CH:18]=[C:19]([O:21][C:22]2[CH:27]=[CH:26][C:25]([S:28]([CH3:31])(=[O:29])=[O:30])=[CH:24][CH:23]=2)[CH:20]=1)[C:16]#[N:17])([CH3:6])([CH3:5])[CH3:4] |f:0.1,4.5|. Procedure details: To a 3-necked round-bottomed flask (100 ml with condenser, septum thermometer and magnetic follower) was charged sodium hydride (32.96 mmol, 1.32 g). The flask was placed under an inert atmosphere and dry NMP (80 ml) was charged. To the resulting suspension was charged (S)-1-tert-butoxy-2-propanol (30.21 mmol; 3.99 g; added in 0.2 ml aliquots with temperature control to control H2 evolution). Once gas evolution had ceased 3-fluoro-5-(4-methanesulfonyl-phenoxy)benzonitrile (see Example 1, 27.46 m... Reactants: BrC=1C=C(C(=O)O)C=CC1C (3-bromo-4-methylbenzoic acid), C1(=CC=CC=C1)S (thiophenol), cuprous oxide. The solvent is N1=CC=CC2=CC=CC=C12 (quinoline). Yields the product C1(=CC=CC=C1)SC=1C=C(C(=O)O)C=CC1C (3-phenylthio-4-methylbenzoic acid). Yield: 95.0%. RXN SMILES: Br[C:2]1[CH:3]=[C:4]([CH:8]=[CH:9][C:10]=1[CH3:11])[C:5]([OH:7])=[O:6].[C:12]1([SH:18])[CH:17]=[CH:16][CH:15]=[CH:14][CH:13]=1>N1C2C(=CC=CC=2)C=CC=1>[C:12]1([S:18][C:2]2[CH:3]=[C:4]([CH:8]=[CH:9][C:10]=2[CH3:11])[C:5]([OH:7])=[O:6])[CH:17]=[CH:16][CH:15]=[CH:14][CH:13]=1. Procedure: Reaction of 3-bromo-4-methylbenzoic acid 1 with thiophenol and cuprous oxide in quinoline at 180° C produces 3-phenylthio-4-methylbenzoic acid 5 in 95-96% yield. Generation of the dianion of 5 is ccomplished by sequential treatment with sodium ydride and then lithium diisopropylamide in a olvent mixture of tetrahydrofuran and 1,3-dimethylmidazolidinone at -20° C. Carboxylation at -15° with carbon dioxide at a pressure of one atmosphere produces the diacid 6 in 90% yield. The reactants are OCCCN1N=CC(=C1)C=1C=CC(=C2C(N(CC12)C)=O)NC1=NC(=NC=C1C(F)(F)F)NC1=C(C=C(CP(OCC)(OCC)=O)C=C1)OC (diethyl (4-{[4-({7-[1-(3-hydroxypropyl)-1H-pyrazol-4-yl]-2-methyl-3-oxo-2,3-dihydro-1H-isoindol-4-yl}amino)-5-(trifluoromethyl)pyrimidin-2-yl]amino}-3-methoxybenzyl)phosphonate), NC1=CC=C(C(=C1C(=O)NC)OC)C=1C=NN(C1)CCCO (6-amino-3-[1-(3-hydroxypropyl)-1H-pyrazol-4-yl]-2-methoxy-N-methyl benzamide), NC1=CC=C(C(=C1C(=O)NC)OC)C=1C=NN(C1)CCCO (6-amino-3-[1-(3-hydroxypropyl)-1H-pyrazol-4-yl]-2-methoxy-N-methyl benzamide). Product: OCCCN1N=CC(=C1)C1=C(C(=C(C=C1)NC1=NC(=NC=C1C(F)(F)F)NC1=C(C=C(CP(OCC)(OCC)=O)C=C1)OC)C(NC)=O)OC (Diethyl (4-{[4-({4-[1-(3-hydroxypropyl)-1H-pyrazol-4-yl]-3-methoxy-2-(methyl carbamoyl)phenyl}amino)-5-(trifluoromethyl)pyrimidin-2-yl]amino}-3-methoxy benzyl)phosphonate). Reaction SMILES: [OH:1][CH2:2][CH2:3][CH2:4][N:5]1[CH:9]=[C:8]([C:10]2[CH:11]=[CH:12][C:13]([NH:21][C:22]3[C:27]([C:28]([F:31])([F:30])[F:29])=[CH:26][N:25]=[C:24]([NH:32][C:33]4[CH:47]=[CH:46][C:36]([CH2:37][P:38](=[O:45])([O:42][CH2:43][CH3:44])[O:39][CH2:40][CH3:41])=[CH:35][C:34]=4[O:48][CH3:49])[N:23]=3)=[C:14]3[C:18]=2C[N:16]([CH3:19])[C:15]3=[O:20])[CH:7]=[N:6]1.NC1C([C:57](NC)=[O:58])=C(OC)C(C2C=NN(CCCO)C=2)=CC=1>>[OH:1][CH2:2][CH2:3][CH2:4][N:5]1[CH:9]=[C:8]([C:10]2[CH:11]=[CH:12][C:13]([NH:21][C:22]3[C:27]([C:28]([F:30])([F:29])[F:31])=[CH:26][N:25]=[C:24]([NH:32][C:33]4[CH:47]=[CH:46][C:36]([CH2:37][P:38](=[O:45])([O:42][CH2:43][CH3:44])[O:39][CH2:40][CH3:41])=[CH:35][C:34]=4[O:48][CH3:49])[N:23]=3)=[C:14]([C:15](=[O:20])[NH:16][CH3:19])[C:18]=2[O:58][CH3:57])[CH:7]=[N:6]1. Procedure: Prepared analogously to Compound 1B replacing Compound 1C with 6-amino-3-[1-(3-hydroxypropyl)-1H-pyrazol-4-yl]-2-methoxy-N-methyl benzamide (Compound 30C). 1H NMR (CD3OD, 400 MHz): δ 8.31 (s, 1H), 8.17 (s, 1H), 8.00 (s, 1H), 7.92 (d, J=8.4 Hz, 1H), 7.84 (d, J=8.6 Hz, 1H), 7.67 (d, J=8.6 Hz, 1H), 6.96 (t, J=2.0 Hz, 1H), 6.70 (d, J=8.3 Hz, 1H), 4.33 (t, J=6.8 Hz, 2H), 3.99 (m, 4H), 3.90 (s, 3H), 3.66 (s, 3H), 3.58 (t, J=6.3 Hz, 2H), 3.19 (d, J=21.5 Hz, 2H), 2.92 (s, 3H), 2.11 (m, 2H), 1.22 (t, J=7...